Dataset: the Open Reaction Database (ORD), a public repository of structured organic reaction records. Task: describe an organic reaction: reactants, conditions, products, and yield Starting materials: COC=1C(=C(C(=O)O)C=CC1)C (3-methoxy-2-methylbenzoic acid), FC1(CCC(CC1)(C=1C=NC(=CC1)C(F)(F)F)CN)F (C-[4,4-difluoro-1-(6-trifluoromethyl-pyridin-3-yl)-cyclohexyl]-methylamine). Yields the product FC1(CCC(CC1)(C=1C=NC(=CC1)C(F)(F)F)CNC(C1=C(C(=CC=C1)OC)C)=O)F (N-[4,4-Difluoro-1-(6-trifluoromethyl-pyridin-3-yl)-cyclohexylmethyl]-3-methoxy-2-methyl-benzamide). Reaction SMILES: [CH3:1][O:2][C:3]1[C:4]([CH3:12])=[C:5]([CH:9]=[CH:10][CH:11]=1)[C:6]([OH:8])=O.[F:13][C:14]1([F:32])[CH2:19][CH2:18][C:17]([CH2:30][NH2:31])([C:20]2[CH:21]=[N:22][C:23]([C:26]([F:29])([F:28])[F:27])=[CH:24][CH:25]=2)[CH2:16][CH2:15]1>>[F:32][C:14]1([F:13])[CH2:15][CH2:16][C:17]([CH2:30][NH:31][C:6](=[O:8])[C:5]2[CH:9]=[CH:10][CH:11]=[C:3]([O:2][CH3:1])[C:4]=2[CH3:12])([C:20]2[CH:21]=[N:22][C:23]([C:26]([F:27])([F:28])[F:29])=[CH:24][CH:25]=2)[CH2:18][CH2:19]1. Reported procedure: From 3-methoxy-2-methylbenzoic acid and C-[4,4-difluoro-1-(6-trifluoromethyl-pyridin-3-yl)-cyclohexyl]-methylamine. LCMS (MH+): m/z=443.2, tR (minutes, Method D)=0.78